Dataset: the Open Reaction Database (ORD), a public repository of structured organic reaction records. Task: describe an organic reaction: reactants, conditions, products, and yield Reactants: CO, COc1c(C)cnc(Cn2nc(CC3COC(C)(C)O3)c3c(Cl)nc(N(C(=O)OC(C)(C)C)C(=O)OC(C)(C)C)nc32)c1C, O, Cc1ccc(S(=O)(=O)O)cc1. The product is COc1c(C)cnc(Cn2nc(CC(O)CO)c3c(Cl)nc(N(C(=O)OC(C)(C)C)C(=O)OC(C)(C)C)nc32)c1C. As a reaction SMILES: [CH3:57][OH:58].[Cl:13][c:14]1[c:15]2[c:16]([n:17][c:18]([N:20]([C:21](=[O:22])[O:23][C:24]([CH3:25])([CH3:26])[CH3:27])[C:28](=[O:29])[O:30][C:31]([CH3:32])([CH3:33])[CH3:34])[n:19]1)[n:35]([CH2:46][c:47]1[n:48][cH:49][c:50]([CH3:56])[c:51]([O:54][CH3:55])[c:52]1[CH3:53])[n:36][c:37]2[CH2:38][CH:39]1[O:40][C:41]([CH3:44])([CH3:45])[O:42][CH2:43]1.[OH2:1].[c:2]1([CH3:3])[cH:4][cH:5][c:6]([S:7]([OH:8])(=[O:9])=[O:10])[cH:11][cH:12]1>>[Cl:13][c:14]1[c:15]2[c:16]([n:17][c:18]([N:20]([C:21](=[O:22])[O:23][C:24]([CH3:25])([CH3:26])[CH3:27])[C:28](=[O:29])[O:30][C:31]([CH3:32])([CH3:33])[CH3:34])[n:19]1)[n:35]([CH2:46][c:47]1[n:48][cH:49][c:50]([CH3:56])[c:51]([O:54][CH3:55])[c:52]1[CH3:53])[n:36][c:37]2[CH2:38][CH:39]([OH:40])[CH2:43][OH:42]. Starting materials: CN(C)C=O, CCN(C(C)C)C(C)C, O=C(O)c1n[nH]c2ccc(NS(=O)(=O)c3cccc(F)c3)cc12, Nc1ccccc1. The product is O=C(Nc1ccccc1)c1n[nH]c2ccc(NS(=O)(=O)c3cccc(F)c3)cc12. RXN SMILES: [CH3:40][N:41]([CH3:42])[CH:43]=[O:44].[CH:24]([N:25]([CH:26]([CH3:27])[CH3:28])[CH2:29][CH3:30])([CH3:31])[CH3:32].[F:1][c:2]1[cH:3][c:4]([S:8](=[O:9])(=[O:10])[NH:11][c:12]2[cH:13][c:14]3[c:15]([C:21](=[O:22])[OH:23])[n:16][nH:17][c:18]3[cH:19][cH:20]2)[cH:5][cH:6][cH:7]1.[NH2:33][c:34]1[cH:35][cH:36][cH:37][cH:38][cH:39]1>>[F:1][c:2]1[cH:3][c:4]([S:8](=[O:9])(=[O:10])[NH:11][c:12]2[cH:13][c:14]3[c:15]([C:21](=[O:22])[NH:33][c:34]4[cH:35][cH:36][cH:37][cH:38][cH:39]4)[n:16][nH:17][c:18]3[cH:19][cH:20]2)[cH:5][cH:6][cH:7]1.